This data is from the Open Reaction Database (ORD), a public repository of structured organic reaction records. The task is: describe an organic reaction: reactants, conditions, products, and yield The reactants are ClC1=NC(=CC(=N1)Cl)C1=CC=C(C=C1)F (2,4-dichloro-6-(4-fluoro-phenyl)-pyrimidine), C(C)(C)(C)OC(=O)N1C[C@H](NCC1)C (3-(R)-methyl-piperazine-1-carboxylic acid tert-butyl ester), C(=O)([O-])[O-].[K+].[K+] (K2CO3). Solvent: CC(=O)N(C)C (DMA), O (water). The product is C(C)(C)(C)OC(=O)N1C[C@H](N(CC1)C1=NC(=NC(=C1)C1=CC=C(C=C1)F)Cl)C (4-[2-Chloro-6-(4-fluoro-phenyl)-pyrimidin-4-yl]-3-(R)-methyl-piperazine-1-carboxylic acid tert-butyl ester). Reaction SMILES: [Cl:1][C:2]1[N:7]=[C:6](Cl)[CH:5]=[C:4]([C:9]2[CH:14]=[CH:13][C:12]([F:15])=[CH:11][CH:10]=2)[N:3]=1.[C:16]([O:20][C:21]([N:23]1[CH2:28][CH2:27][NH:26][C@H:25]([CH3:29])[CH2:24]1)=[O:22])([CH3:19])([CH3:18])[CH3:17].C([O-])([O-])=O.[K+].[K+]>CC(N(C)C)=O.O>[C:16]([O:20][C:21]([N:23]1[CH2:28][CH2:27][N:26]([C:6]2[CH:5]=[C:4]([C:9]3[CH:14]=[CH:13][C:12]([F:15])=[CH:11][CH:10]=3)[N:3]=[C:2]([Cl:1])[N:7]=2)[C@H:25]([CH3:29])[CH2:24]1)=[O:22])([CH3:19])([CH3:17])[CH3:18] |f:2.3.4|. Reported procedure: Heat a mixture of 2,4-dichloro-6-(4-fluoro-phenyl)-pyrimidine (2.8 g, 11.52 mmol), 3-(R)-methyl-piperazine-1-carboxylic acid tert-butyl ester (2.42 g, 12.1 mmol), and K2CO3 (3.2 g, 23.0 mmol) in DMA at 60° C. for 16 h. Dilute with water, extract with EtOAc, and wash with brine. Dry the organic layer (Na2SO4) and concentrate under reduced pressure. Purify the residue by flash column eluting with EtOAc-Hexanes (1:4) to afford the title compound as a white solid. Starting materials: O (water), Br (Hydrobromic acid), FC=1C=CC(=C(CC2(CCN(CC2)C(=O)OC(C)(C)C)O)C1)OC (tert-butyl 4-(5-fluoro-2-methoxybenzyl)-4-hydroxypiperidine-l-carboxylate), Br (hydrobromic acid). Solvent: C(C)(=O)O (acetic acid). Reaction conditions: time 24 hour. Product: FC=1C=CC2=C(CC3(CCNCC3)O2)C1 (5-Fluoro-3H-spiro[1-benzofuran-2,4′-piperidine]). Yield: 38.1%. As a reaction SMILES: Br.[F:2][C:3]1[CH:4]=[CH:5][C:6]([O:24]C)=[C:7]([CH:23]=1)[CH2:8][C:9]1(O)[CH2:14][CH2:13][N:12](C(OC(C)(C)C)=O)[CH2:11][CH2:10]1.O>C(O)(=O)C>[F:2][C:3]1[CH:4]=[CH:5][C:6]2[O:24][C:9]3([CH2:10][CH2:11][NH:12][CH2:13][CH2:14]3)[CH2:8][C:7]=2[CH:23]=1. Reported procedure: Hydrobromic acid (48%, 60 mL) was added to a solution of the crude tert-butyl 4-(5-fluoro-2-methoxybenzyl)-4-hydroxypiperidine-l-carboxylate (86 g) in acetic acid (300 mL). The mixture was heated at reflux for 5 hours. Further hydrobromic acid (48%, 60 mL) was added and reflux continued for 24 hours. The mixture was cooled to room temperature, added to water (2 L) and extracted with tert.-butyl methyl ether (2×500 mL). The aqueous phase was adjusted to pH>10 by addition of 50 wt. % sodium hydrox... Reaction SMILES: [Cl:1][c:2]1[c:3]([N:9]([C:10]([CH3:11])=[O:12])[S:13](=[O:14])(=[O:15])[CH2:16][Cl:17])[cH:4][cH:5][c:6]([F:8])[cH:7]1.[OH:18][N+:19]([O-:20])=[O:21].[S:22](=[O:23])(=[O:24])([OH:25])[OH:26]>>[Cl:1][c:2]1[c:3]([N:9]([C:10]([CH3:11])=[O:12])[S:13](=[O:14])(=[O:15])[CH2:16][Cl:17])[cH:4][c:5]([N+:19](=[O:18])[O-:20])[c:6]([F:8])[cH:7]1. Yields the product CC(=O)N(c1cc([N+](=O)[O-])c(F)cc1Cl)S(=O)(=O)CCl. The reactants are CC(=O)N(c1ccc(F)cc1Cl)S(=O)(=O)CCl, O=[N+]([O-])O, O=S(=O)(O)O.